Task: describe an organic reaction: reactants, conditions, products, and yield. Dataset: the Open Reaction Database (ORD), a public repository of structured organic reaction records As a reaction SMILES: Br[CH2:2][C:3]1[N:4]=[N:5][C:6]([C:18]2[CH:23]=[CH:22][CH:21]=[CH:20][CH:19]=2)=[CH:7][C:8]=1[C:9]1[CH:14]=[CH:13][CH:12]=[C:11]([N+:15]([O-:17])=[O:16])[CH:10]=1.[CH3:24][N:25]1[CH2:30][CH2:29][NH:28][CH2:27][CH2:26]1>C(O)(C)C>[CH3:24][N:25]1[CH2:30][CH2:29][N:28]([CH2:2][C:3]2[N:4]=[N:5][C:6]([C:18]3[CH:23]=[CH:22][CH:21]=[CH:20][CH:19]=3)=[CH:7][C:8]=2[C:9]2[CH:14]=[CH:13][CH:12]=[C:11]([N+:15]([O-:17])=[O:16])[CH:10]=2)[CH2:27][CH2:26]1. Procedure: A mixture of 3-bromomethyl-4-(3-nitrophenyl)-6-phenylpyridazine (0.6 g), 1-methylpiperazine (0.36 g) in isopropyl alcohol (6 ml) was refluxed for 30 minutes. After evaporating the solvent, the residue was dissolved in methylene chloride (50 ml), washed with saturated aqueous sodium chloride and dried over magnesium sulfate. The solvent was evaporated under reduced pressure, and the residue was subjected to a column chromatography on silica gel (50 g) and eluted with a mixture of chloroform and m... The yield is 50.7%. The solvent is C(C)(C)O (isopropyl alcohol). Product: CN1CCN(CC1)CC=1N=NC(=CC1C1=CC(=CC=C1)[N+](=O)[O-])C1=CC=CC=C1 (3-(4-methylpiperazin-1-ylmethyl)-4-(3-nitrophenyl)-6-phenylpyridazine). The reactants are BrCC=1N=NC(=CC1C1=CC(=CC=C1)[N+](=O)[O-])C1=CC=CC=C1 (3-bromomethyl-4-(3-nitrophenyl)-6-phenylpyridazine), CN1CCNCC1 (1-methylpiperazine). Reactants: C#Cc1ncn2c1CN(C)C(=O)c1cc(F)ccc1-2, O=C1CCC1, CN(C)P(=O)(N(C)C)N(C)C, CCCCCC, [Li]CCCC, C1CCOC1, O. The product is CN1Cc2c(C#CC3(O)CCC3)ncn2-c2ccc(F)cc2C1=O. Reaction SMILES: [C:1](#[CH:2])[c:3]1[n:4][cH:5][n:6]2[c:7]1[CH2:8][N:9]([CH3:19])[C:10](=[O:18])[c:11]1[c:12]-2[cH:13][cH:14][c:15]([F:17])[cH:16]1.[C:36]1(=[O:40])[CH2:37][CH2:38][CH2:39]1.[CH3:25][N:26]([CH3:27])[P:28](=[O:29])([N:30]([CH3:31])[CH3:32])[N:33]([CH3:34])[CH3:35].[CH3:46][CH2:47][CH2:48][CH2:49][CH2:50][CH3:51].[Li:20][CH2:21][CH2:22][CH2:23][CH3:24].[O:41]1[CH2:42][CH2:43][CH2:44][CH2:45]1.[OH2:52]>>[C:1](#[C:2][C:36]1([OH:40])[CH2:37][CH2:38][CH2:39]1)[c:3]1[n:4][cH:5][n:6]2[c:7]1[CH2:8][N:9]([CH3:19])[C:10](=[O:18])[c:11]1[c:12]-2[cH:13][cH:14][c:15]([F:17])[cH:16]1. The reactants are ClCCl, FC(F)F, N#N, COc1ccc2c(C(=O)c3ccc(OCCN4CCCCC4)cc3)c(O)ccc2c1, O=S(=O)(Cl)Cl, c1ccncc1. The product is COc1ccc2c(C(=O)c3ccc(OCCN4CCCCC4)cc3)c(OS(=O)(=O)C(F)(F)F)ccc2c1. Reaction SMILES: [Cl:48][CH2:49][Cl:50].[F:44][CH:45]([F:46])[F:47].[N:31]#[N:32].[OH:1][c:2]1[c:3]([C:14](=[O:15])[c:16]2[cH:17][cH:18][c:19]([O:22][CH2:23][CH2:24][N:25]3[CH2:26][CH2:27][CH2:28][CH2:29][CH2:30]3)[cH:20][cH:21]2)[c:4]2[cH:5][cH:6][c:7]([O:12][CH3:13])[cH:8][c:9]2[cH:10][cH:11]1.[S:39](=[O:40])(=[O:41])([Cl:42])[Cl:43].[cH:33]1[cH:34][cH:35][n:36][cH:37][cH:38]1>>[O:1]([c:2]1[c:3]([C:14](=[O:15])[c:16]2[cH:17][cH:18][c:19]([O:22][CH2:23][CH2:24][N:25]3[CH2:26][CH2:27][CH2:28][CH2:29][CH2:30]3)[cH:20][cH:21]2)[c:4]2[cH:5][cH:6][c:7]([O:12][CH3:13])[cH:8][c:9]2[cH:10][cH:11]1)[S:39](=[O:40])(=[O:41])[C:45]([F:44])([F:46])[F:47]. Reactants: CSSC, ClC(Cl)Cl, CC(C)(C)ON=O, Nc1cc(CO)cc(C(F)(F)F)c1, O. Yields the product CSc1cc(CO)cc(C(F)(F)F)c1. As a reaction SMILES: [CH3:14][S:15][S:16][CH3:17].[Cl:26][CH:27]([Cl:28])[Cl:29].[N:18]([O:19][C:20]([CH3:21])([CH3:22])[CH3:23])=[O:24].[NH2:1][c:2]1[cH:3][c:4]([CH2:12][OH:13])[cH:5][c:6]([C:8]([F:9])([F:10])[F:11])[cH:7]1.[OH2:25]>>[c:2]1([S:15][CH3:14])[cH:3][c:4]([CH2:12][OH:13])[cH:5][c:6]([C:8]([F:9])([F:10])[F:11])[cH:7]1. The reactants are O=C([O-])O, CCC(CC)(c1ccc(C=CC2(O)CCCCCC2)c(C)c1)c1ccc(-c2cncc(CC(=O)OC)c2)c(C)c1, CO, [Na+], [Na+], [OH-]. Yields the product CCC(CC)(c1ccc(C=CC2(O)CCCCCC2)c(C)c1)c1ccc(-c2cncc(CC(=O)O)c2)c(C)c1. As a reaction SMILES: [C:43](=[O:44])([OH:45])[O-:46].[CH3:3][O:4][C:5]([CH2:6][c:7]1[cH:8][n:9][cH:10][c:11](-[c:13]2[c:14]([CH3:41])[cH:15][c:16]([C:19]([CH2:20][CH3:21])([c:22]3[cH:23][c:24]([CH3:38])[c:25]([CH:28]=[CH:29][C:30]4([OH:37])[CH2:31][CH2:32][CH2:33][CH2:34][CH2:35][CH2:36]4)[cH:26][cH:27]3)[CH2:39][CH3:40])[cH:17][cH:18]2)[cH:12]1)=[O:42].[CH3:48][OH:49].[Na+:2].[Na+:47].[OH-:1]>>[O:4]=[C:5]([CH2:6][c:7]1[cH:8][n:9][cH:10][c:11](-[c:13]2[c:14]([CH3:41])[cH:15][c:16]([C:19]([CH2:20][CH3:21])([c:22]3[cH:23][c:24]([CH3:38])[c:25]([CH:28]=[CH:29][C:30]4([OH:37])[CH2:31][CH2:32][CH2:33][CH2:34][CH2:35][CH2:36]4)[cH:26][cH:27]3)[CH2:39][CH3:40])[cH:17][cH:18]2)[cH:12]1)[OH:42]. Starting materials: C(C)(C)(C)OC(=O)N1CC(CC1)(C=O)CCC(C)(C)C (3-(3,3-dimethyl-butyl)-3-formyl-pyrrolidine-1-carboxylic acid tert-butyl ester), BrC1=CSC2=C1C=C(C=C2)F (3-bromo-5-fluoro-benzothiophene), [Mg] (magnesium), II (iodine). Solvent: O1CCCC1 (tetrahydrofuran), O1CCCC1 (tetrahydrofuran). Reaction conditions: time 1 hour. The product is C(C)(C)(C)OC(=O)N1CC(CC1)(C(O)C=1C2=C(SC1)C=CC(=C2)F)CCC(C)(C)C (3-(3,3-dimethyl-butyl)-3-[(5-fluoro-benzo[b]thiophen-3-yl)-hydroxy-methyl]-pyrrolidine-1-carboxylic acid tert butyl ester). The yield is 21.6%. RXN SMILES: Br[C:2]1[C:6]2[CH:7]=[C:8]([F:11])[CH:9]=[CH:10][C:5]=2[S:4][CH:3]=1.[Mg].II.[C:15]([O:19][C:20]([N:22]1[CH2:26][CH2:25][C:24]([CH2:29][CH2:30][C:31]([CH3:34])([CH3:33])[CH3:32])([CH:27]=[O:28])[CH2:23]1)=[O:21])([CH3:18])([CH3:17])[CH3:16]>O1CCCC1>[C:15]([O:19][C:20]([N:22]1[CH2:26][CH2:25][C:24]([CH2:29][CH2:30][C:31]([CH3:34])([CH3:33])[CH3:32])([CH:27]([C:2]2[C:6]3[CH:7]=[C:8]([F:11])[CH:9]=[CH:10][C:5]=3[S:4][CH:3]=2)[OH:28])[CH2:23]1)=[O:21])([CH3:18])([CH3:17])[CH3:16]. Procedure details: A mixture of 3-bromo-5-fluoro-benzothiophene (0.4 g, 1.73 mmoles), magnesium (0.051 g, 2.1 mmoles) and a few particles of iodine in anhydrous tetrahydrofuran (10 mil) was refluxed for 7 hours, and then cooled in an ice bath. To the reaction mixture was slowly added a solution of 3-(3,3-dimethyl-butyl)-3-formyl-pyrrolidine-1-carboxylic acid tert-butyl ester (0.39 g, 1.38 mmoles) in anhydrous tetrahydrofuran (9 mil). The reaction mixture was stirred at ice bath temperature for one hour and quenche...